The task is: describe an organic reaction: reactants, conditions, products, and yield. This data is from the Open Reaction Database (ORD), a public repository of structured organic reaction records. Reaction conditions: time 0.5 hour. Procedure: 1-[2-Hydroxy-3-(pentoxy)propyl]-1H-imidazole (Example 29b; 2.12 g, 0.01 mol) was added to a stirred suspension of powdered potassium hydroxide (2.24 g, 0.040 mol) in dimethylsulphoxide (10 ml) at 18° C. and stirred for 0.5 hours. 4-Methoxybenzyl chloride was then added and stirring was continued for 2 hours. Ethyl acetate (350 ml) was added and the solution was washed with water and dried (MgSO4). The solvent was evaporated off under reduced pressure and the crude product was purified by column ... The reactants are C(C)(=O)OCC (Ethyl acetate), OC(CN1C=NC=C1)COCCCCC (1-[2-Hydroxy-3-(pentoxy)propyl]-1H-imidazole), [OH-].[K+] (potassium hydroxide), COC1=CC=C(CCl)C=C1 (4-Methoxybenzyl chloride). Yields the product COC1=CC=C(C=C1)COC(CN1C=NC=C1)COCCCCC (1-[2-[(4-methoxyphenyl)methoxy]-3-(pentoxy)propyl]-1H-imidazole). RXN SMILES: [OH:1][CH:2]([CH2:9][O:10][CH2:11][CH2:12][CH2:13][CH2:14][CH3:15])[CH2:3][N:4]1[CH:8]=[CH:7][N:6]=[CH:5]1.[OH-].[K+].[CH3:18][O:19][C:20]1[CH:27]=[CH:26][C:23]([CH2:24]Cl)=[CH:22][CH:21]=1.C(OCC)(=O)C>CS(C)=O>[CH3:18][O:19][C:20]1[CH:27]=[CH:26][C:23]([CH2:24][O:1][CH:2]([CH2:9][O:10][CH2:11][CH2:12][CH2:13][CH2:14][CH3:15])[CH2:3][N:4]2[CH:8]=[CH:7][N:6]=[CH:5]2)=[CH:22][CH:21]=1 |f:1.2|. Run in CS(=O)C (dimethylsulphoxide).